This data is from the Open Reaction Database (ORD), a public repository of structured organic reaction records. The task is: describe an organic reaction: reactants, conditions, products, and yield Starting materials: CCOC(C)=O, CCOCC, COc1cccc(C(=O)c2cccc(OC)c2)c1, [Cl-], N, [NH4+]. Yields the product CCOC(=O)CC(O)(c1cccc(OC)c1)c1cccc(OC)c1. Reaction SMILES: [CH3:1][CH2:2][O:3][C:4]([CH3:5])=[O:6].[CH3:28][CH2:29][O:30][CH2:31][CH3:32].[CH3:7][O:8][c:9]1[cH:10][c:11]([C:12](=[O:13])[c:14]2[cH:15][c:16]([O:20][CH3:21])[cH:17][cH:18][cH:19]2)[cH:22][cH:23][cH:24]1.[Cl-:25].[NH3:27].[NH4+:26]>>[CH3:1][CH2:2][O:3][C:4]([CH2:5][C:12]([c:11]1[cH:10][c:9]([O:8][CH3:7])[cH:24][cH:23][cH:22]1)([OH:13])[c:14]1[cH:15][c:16]([O:20][CH3:21])[cH:17][cH:18][cH:19]1)=[O:6].